This data is from the Open Reaction Database (ORD), a public repository of structured organic reaction records. The task is: describe an organic reaction: reactants, conditions, products, and yield The reactants are [I-].C[S+](=O)(C)C (trimethylsulfoxonium iodide), ClC1=C(C2=CN(N=C2C=C1)C)/C=C/C(=O)OCC (ethyl (2E)-3-(5-chloro-2-methyl-2H-indazol-4-yl)acrylate), O (Water), [H-].[Na+] (sodium hydride). Run in CS(=O)C (dimethyl sulfoxide), CS(=O)C (dimethyl sulfoxide), CS(=O)C (dimethyl sulfoxide). Conditions: time 1 hour. The product is ClC1=C(C2=CN(N=C2C=C1)C)C1C(C1)C(=O)OCC (ethyl 2-(5-chloro-2-methyl-2H-indazol-4-yl)cyclopropanecarboxylate). The yield is 72.4%. As a reaction SMILES: [H-].[Na+].[I-].[CH3:4][S+](C)(C)=O.[Cl:9][C:10]1[CH:18]=[CH:17][C:16]2[C:12](=[CH:13][N:14]([CH3:19])[N:15]=2)[C:11]=1/[CH:20]=[CH:21]/[C:22]([O:24][CH2:25][CH3:26])=[O:23].O>CS(C)=O>[Cl:9][C:10]1[CH:18]=[CH:17][C:16]2[C:12](=[CH:13][N:14]([CH3:19])[N:15]=2)[C:11]=1[CH:20]1[CH2:4][CH:21]1[C:22]([O:24][CH2:25][CH3:26])=[O:23] |f:0.1,2.3|. Procedure: To a suspension of sodium hydride (0.453 g, 10.4 mmol) in dimethyl sulfoxide (50.0 mL) was added a solution of trimethylsulfoxonium iodide (2.29 g, 10.4 mmol) in dimethyl sulfoxide (89 mL) at 0° C., and the mixture was stirred at room temperature for 1 hr. To the reaction mixture was added a solution of ethyl (2E)-3-(5-chloro-2-methyl-2H-indazol-4-yl)acrylate (4.20 g, 18.2 mmol) in dimethyl sulfoxide (50.0 mL) at 0° C., and the mixture was stirred at room temperature for 14 hr. Water was added, ... Reactants: [H-].[Na+] (sodium hydride), ClC1=CC=C(C(=O)C2=CC=C(CN3C=CC4=C3N=C(NC4=O)SC)C=C2)C=C1 (7-[4-(4-chlorobenzoyl)benzyl]-2-methylthio-7H-pyrrolo[2,3-d]pyrimidin-4(3H)-one), CI (methyl iodide). Solvent: C(C)(=O)OCC (ethyl acetate), COCCOC (DME). Conditions: time 2.5 hour. Yields the product ClC1=CC=C(C(=O)C2=CC=C(CN3C=CC4=C3N=C(N(C4=O)C)SC)C=C2)C=C1 (7-[4-(4-Chlorobenzoyl)benzyl]-3-methyl-2-methylthio-7H-pyrrolo[2,3-d]pyrimidin-4(3H)-one). The yield is 35.4%. As a reaction SMILES: [Cl:1][C:2]1[CH:28]=[CH:27][C:5]([C:6]([C:8]2[CH:26]=[CH:25][C:11]([CH2:12][N:13]3[C:17]4[N:18]=[C:19]([S:23][CH3:24])[NH:20][C:21](=[O:22])[C:16]=4[CH:15]=[CH:14]3)=[CH:10][CH:9]=2)=[O:7])=[CH:4][CH:3]=1.[H-].[Na+].[CH3:31]I>COCCOC.C(OCC)(=O)C>[Cl:1][C:2]1[CH:28]=[CH:27][C:5]([C:6]([C:8]2[CH:26]=[CH:25][C:11]([CH2:12][N:13]3[C:17]4[N:18]=[C:19]([S:23][CH3:24])[N:20]([CH3:31])[C:21](=[O:22])[C:16]=4[CH:15]=[CH:14]3)=[CH:10][CH:9]=2)=[O:7])=[CH:4][CH:3]=1 |f:1.2|. Procedure details: Under argon gas, 7-[4-(4-chlorobenzoyl)benzyl]-2-methylthio-7H-pyrrolo[2,3-d]pyrimidin-4(3H)-one (82 mg) was dissolved in anhydrous DME (10 ml)-anhydrous DMF (4 ml). Then, 60% sodium hydride-oil (9.6 mg) was added with ice-cooling and, after 30 minutes of agitation, methyl iodide (34 mg) was added. Then, at room temperature, the mixture was stirred for 2.5 hours. This reaction mixture was diluted with ethyl acetate, washed with saturated aqueous NaCl solution, and dried over anhydrous sodium sul... The reactants are [N+](=O)([O-])C1=CC=C(C=C1)S(=O)(=N)C ((RS)-S-(4-nitrophenyl)-S-methyl sulfoximide), ClC(=O)OCC (ethyl chloroformate). Solvent: [Na+].[Cl-] (NaCl), N1=CC=CC=C1 (pyridine). Reaction conditions: time 4 hour. The product is C(C)OC(=O)N=S(=O)(C1=CC=C(C=C1)[N+](=O)[O-])C ((RS)-N-(ethoxycarbonyl)-S-methyl-S-(4-nitrophenyl)sulfoximide). As a reaction SMILES: [N+:1]([C:4]1[CH:9]=[CH:8][C:7]([S:10]([CH3:13])(=[NH:12])=[O:11])=[CH:6][CH:5]=1)([O-:3])=[O:2].Cl[C:15]([O:17][CH2:18][CH3:19])=[O:16]>N1C=CC=CC=1.[Na+].[Cl-]>[CH2:18]([O:17][C:15]([N:12]=[S:10]([CH3:13])([C:7]1[CH:6]=[CH:5][C:4]([N+:1]([O-:3])=[O:2])=[CH:9][CH:8]=1)=[O:11])=[O:16])[CH3:19] |f:3.4|. Procedure: 8.50 g (42.5 mmol) of (RS)-S-(4-nitrophenyl)-S-methyl sulfoximide in 400 ml of pyridine is mixed drop by drop at room temperature with 18.8 ml (197.2 mmol) of ethyl chloroformate. The batch is stirred for 4 hours at room temperature and then added in dilute NaCl solution. It is extracted from ethyl acetate. The combined organic phases are dried (Na2SO4), filtered and concentrated by evaporation. The remaining residue is purified by chromatography (hexane/ethyl acetate 1:1). 8.94 g (32.8 mmol, co... Starting materials: [N+](=O)([O-])C1=CC=C(CN(CC(=O)O)CC(=O)O)C=C1 (Para-nitrobenzyliminodiacetic acid), resultant solution, [OH-].[Na+] (NaOH). The reagents and catalysts are [Pd] (Palladium). Run in O (water). Conditions: time 6 hour. Product: NC1=CC=C(CN(CC(=O)O)CC(=O)O)C=C1 (Paraaminobenzyliminodiacetic Acid). RXN SMILES: [N+:1]([C:4]1[CH:19]=[CH:18][C:7]([CH2:8][N:9]([CH2:14][C:15]([OH:17])=[O:16])[CH2:10][C:11]([OH:13])=[O:12])=[CH:6][CH:5]=1)([O-])=O.[OH-].[Na+]>[Pd].O>[NH2:1][C:4]1[CH:5]=[CH:6][C:7]([CH2:8][N:9]([CH2:14][C:15]([OH:17])=[O:16])[CH2:10][C:11]([OH:13])=[O:12])=[CH:18][CH:19]=1 |f:1.2|. Reported procedure: Para-nitrobenzyliminodiacetic acid (1.g, 3.08 nmoles) and Milli-Q® water (55 ml) were combined. The pH of the resultant solution was adjusted to 11.5 by the addition of 10 N NaOH solution. Palladium catalyst (5% palladium on carbon, 700 mg) was added under a hydrogen atmosphere. The reaction mixture was stirred for approximately 6 hours and then filtered through glass sinters and a 0.45 micron Millex filter. The pH of the filtrate was adjusted to below 2 with 1 N HCl and then taken to dryness in... Reactants: ClC1=NC=CC=C1C(=O)N1CCC2(CC1)C=1N(CCN2C)C(=CC1)C(F)(F)F ((2-Chloro-3-pyridyl)-[2-methyl-6-(trifluoromethyl)spiro[3,4-dihydropyrrolo[1,2-a]pyrazine-1,4′-piperidine]-1′-yl]methanone), N1CC(CC1)O (pyrrolidin-3-ol), N1CC(CC1)O (pyrrolidin-3-ol). Conditions: temperature 80 celsius, time 16 hour. Procedure details: A mixture of (2-Chloro-3-pyridyl)-[2-methyl-6-(trifluoromethyl)spiro[3,4-dihydropyrrolo[1,2-a]pyrazine-1,4′-piperidine]-1′-yl]methanone (0.1 mol) and pyrrolidin-3-ol (0.3 mmol) DMF (0.5 mL) was stirred at 80° C. for 16 h. Additional pyrrolidin-3-ol (0.5 mmol) was added and the mixture was stirred at 150° C. for 16 h. The mixture was filtered and was subjected to preparatory-HPLC (10-90% ACN in water) to give (2-(3-hydroxypyrrolidin-1-yl)pyridin-3-yl)(2′-methyl-6′-(trifluoromethyl)-3′,4′-dihydro-... The product is OC1CN(CC1)C1=NC=CC=C1C(=O)N1CCC2(C=3N(CCN2C)C(=CC3)C(F)(F)F)CC1 ((2-(3-hydroxypyrrolidin-1-yl)pyridin-3-yl)(2′-methyl-6′-(trifluoromethyl)-3′,4′-dihydro-2′H-spiro[piperidine-4,1′-pyrrolo[1,2-a]pyrazine]-1-yl)methanone). Reaction SMILES: Cl[C:2]1[C:7]([C:8]([N:10]2[CH2:15][CH2:14][C:13]3([N:20]([CH3:21])[CH2:19][CH2:18][N:17]4[C:22]([C:25]([F:28])([F:27])[F:26])=[CH:23][CH:24]=[C:16]34)[CH2:12][CH2:11]2)=[O:9])=[CH:6][CH:5]=[CH:4][N:3]=1.[NH:29]1[CH2:33][CH2:32][CH:31]([OH:34])[CH2:30]1>>[OH:34][CH:31]1[CH2:32][CH2:33][N:29]([C:2]2[C:7]([C:8]([N:10]3[CH2:11][CH2:12][C:13]4([N:20]([CH3:21])[CH2:19][CH2:18][N:17]5[C:22]([C:25]([F:27])([F:26])[F:28])=[CH:23][CH:24]=[C:16]45)[CH2:14][CH2:15]3)=[O:9])=[CH:6][CH:5]=[CH:4][N:3]=2)[CH2:30]1. The reactants are CCOC(=O)Cn1c(N)nc2c(I)nc(C(=O)OCc3ccccc3)nc21, Cl, [Li+], C1CCOC1, [OH-], O, O. The product is Nc1nc2c(I)nc(C(=O)OCc3ccccc3)nc2n1CC(=O)O. Reaction SMILES: [CH2:1]([CH3:2])[O:3][C:4]([CH2:5][n:6]1[c:7]2[n:8][c:9]([C:17](=[O:18])[O:19][CH2:20][c:21]3[cH:22][cH:23][cH:24][cH:25][cH:26]3)[n:10][c:11]([I:16])[c:12]2[n:13][c:14]1[NH2:15])=[O:27].[ClH:31].[Li+:30].[O:32]1[CH2:33][CH2:34][CH2:35][CH2:36]1.[OH-:29].[OH2:28].[OH2:37]>>[O:3]=[C:4]([CH2:5][n:6]1[c:7]2[n:8][c:9]([C:17](=[O:18])[O:19][CH2:20][c:21]3[cH:22][cH:23][cH:24][cH:25][cH:26]3)[n:10][c:11]([I:16])[c:12]2[n:13][c:14]1[NH2:15])[OH:27]. Reactants: NC(CCCCC(=O)OC)C1=C(C=CC=C1OC)OC (methyl 6-amino-6-(2,6-dimethoxyphenyl)hexanoate), FC1=C(C=O)C=CC=C1C1=NC=CC=C1 (2-fluoro-3-(pyridin-2-yl)benzaldehyde). The product is COC1=C(C(=CC=C1)OC)C1CCCCC(N1CC1=C(C(=CC=C1)C1=NC=CC=C1)F)=O (7-(2,6-dimethoxyphenyl)-1-(2-fluoro-3-(pyridin-2-yl)benzyl)azepan-2-one). Reaction SMILES: [NH2:1][CH:2]([C:11]1[C:16]([O:17][CH3:18])=[CH:15][CH:14]=[CH:13][C:12]=1[O:19][CH3:20])[CH2:3][CH2:4][CH2:5][CH2:6][C:7]([O:9]C)=O.[F:21][C:22]1[C:29]([C:30]2[CH:35]=[CH:34][CH:33]=[CH:32][N:31]=2)=[CH:28][CH:27]=[CH:26][C:23]=1[CH:24]=O>>[CH3:20][O:19][C:12]1[CH:13]=[CH:14][CH:15]=[C:16]([O:17][CH3:18])[C:11]=1[CH:2]1[N:1]([CH2:24][C:23]2[CH:26]=[CH:27][CH:28]=[C:29]([C:30]3[CH:35]=[CH:34][CH:33]=[CH:32][N:31]=3)[C:22]=2[F:21])[C:7](=[O:9])[CH2:6][CH2:5][CH2:4][CH2:3]1. Procedure details: Prepared according to the described general procedure 1 (GP1) by reaction of methyl 6-amino-6-(2,6-dimethoxyphenyl)hexanoate with 2-fluoro-3-(pyridin-2-yl)benzaldehyde. Subsequent purification by preparative HPLC afforded the target compound. LC-MS (conditions A): tR=0.72 min.; [M+H]+: 435.13 g/mol.